Task: describe an organic reaction: reactants, conditions, products, and yield. Dataset: the Open Reaction Database (ORD), a public repository of structured organic reaction records Reactants: ClC1=C(C(=NC(=C1)C1=C(C=CC=C1CC)CC)C)CN1CC(OCC1)(C)C (4-[4-chloro-6-(2,6-diethyl-phenyl)-2-methyl-pyridin-3-ylmethyl]-2,2-dimethyl-morpholine), OC1=C(C(=O)N)C=CC(=C1)O (2,4-dihydroxy-benzamide), C(=O)([O-])[O-].[K+].[K+] (K2CO3), CCOC(=O)C (EtOAc). Reagents/catalysts: [Cu] (copper). Solvent: CN1C(CCC1)=O (1-methyl-2-pyrrolidinone), O (water). Reaction conditions: temperature 150 celsius. Yields the product C(C)C1=C(C(=CC=C1)CC)C1=CC(=C(C(=N1)C)CN1CC(OCC1)(C)C)OC1=CC(=C(C(=O)N)C=C1)O (4-[6-(2,6-diethyl-phenyl)-3-(2,2-dimethyl-morpholin-4-ylmethyl)-2-methyl-pyridin-4-yloxy]-2-hydroxy-benzamide). Reaction SMILES: Cl[C:2]1[CH:7]=[C:6]([C:8]2[C:13]([CH2:14][CH3:15])=[CH:12][CH:11]=[CH:10][C:9]=2[CH2:16][CH3:17])[N:5]=[C:4]([CH3:18])[C:3]=1[CH2:19][N:20]1[CH2:25][CH2:24][O:23][C:22]([CH3:27])([CH3:26])[CH2:21]1.[OH:28][C:29]1[CH:37]=[C:36]([OH:38])[CH:35]=[CH:34][C:30]=1[C:31]([NH2:33])=[O:32].C([O-])([O-])=O.[K+].[K+].CCOC(C)=O>CN1CCCC1=O.[Cu].O>[CH2:16]([C:9]1[CH:10]=[CH:11][CH:12]=[C:13]([CH2:14][CH3:15])[C:8]=1[C:6]1[N:5]=[C:4]([CH3:18])[C:3]([CH2:19][N:20]2[CH2:25][CH2:24][O:23][C:22]([CH3:27])([CH3:26])[CH2:21]2)=[C:2]([O:38][C:36]2[CH:35]=[CH:34][C:30]([C:31]([NH2:33])=[O:32])=[C:29]([OH:28])[CH:37]=2)[CH:7]=1)[CH3:17] |f:2.3.4|. Reported procedure: A mixture of 4-[4-chloro-6-(2,6-diethyl-phenyl)-2-methyl-pyridin-3-ylmethyl]-2,2-dimethyl-morpholine (30 mg, 0.08 mmol), 2,4-dihydroxy-benzamide (24 mg, 0.16 mmol), copper powder (10 mg) and K2CO3 (22 mg, 0.16 mmol) in 1-methyl-2-pyrrolidinone (1 mL) is heated at 150° C. overnight. After cooling, EtOAc (10 mL) and water (10 mL) are added to the mixture. The organic layer is separated, washed with brine (3×), dried (Na2SO4) and concentrated. The crude is purified by PTLC (1:1 Hexane/EtOAc) to giv... Reactants: CC1(CC#N)c2ccccc2-c2[nH]c(=O)c3nccn3c21, Cl, [Na+], [OH-], O. The product is CC1(CC(=O)O)c2ccccc2-c2[nH]c(=O)c3nccn3c21. RXN SMILES: [CH3:1][C:2]1([CH2:19][C:20]#[N:21])[c:3]2[cH:4][cH:5][cH:6][cH:7][c:8]2-[c:9]2[nH:10][c:11](=[O:18])[c:12]3[n:13]([c:14]21)[cH:15][cH:16][n:17]3.[ClH:22].[Na+:24].[OH-:23].[OH2:25]>>[CH3:1][C:2]1([CH2:19][C:20](=[O:23])[OH:25])[c:3]2[cH:4][cH:5][cH:6][cH:7][c:8]2-[c:9]2[nH:10][c:11](=[O:18])[c:12]3[n:13]([c:14]21)[cH:15][cH:16][n:17]3. Starting materials: ClC1=NC=2CCCC(C2C=C1)(O)C (2-chloro-5-methyl-5,6,7,8-tetrahydroquinolin-5-ol), CC1(C2=C(C(=CC=C2)P(C3=CC=CC=C3)C4=CC=CC=C4)OC5=C(C=CC=C51)P(C6=CC=CC=C6)C7=CC=CC=C7)C (Xantphos), C([O-])([O-])=O.[Cs+].[Cs+] (cesium carbonate), C(C1=CC=CC=C1)(C1=CC=CC=C1)=N (benzophenone imine). The reagents and catalysts are C=1C=CC(=CC1)/C=C/C(=O)/C=C/C2=CC=CC=C2.C=1C=CC(=CC1)/C=C/C(=O)/C=C/C2=CC=CC=C2.C=1C=CC(=CC1)/C=C/C(=O)/C=C/C2=CC=CC=C2.[Pd].[Pd] (tris(dibenzylideneacetone)dipalladium(0)). Solvent: C(C)(=O)OCC (ethyl acetate), C([O-])(O)=O.[Na+] (sodium bicarbonate), [Cl-].[Na+].O (brine), O1CCOCC1 (1,4-dioxane). Run at temperature 100 celsius. Product: C1(=CC=CC=C1)C(C1=CC=CC=C1)=NC1=NC=2CCCC(C2C=C1)(O)C (2-[(diphenylmethylidene)amino]-5-methyl-5,6,7,8-tetrahydroquinolin-5-ol). RXN SMILES: Cl[C:2]1[CH:11]=[CH:10][C:9]2[C:8]([CH3:13])([OH:12])[CH2:7][CH2:6][CH2:5][C:4]=2[N:3]=1.CC1(C)C2C(=C(P(C3C=CC=CC=3)C3C=CC=CC=3)C=CC=2)OC2C(P(C3C=CC=CC=3)C3C=CC=CC=3)=CC=CC1=2.C(=O)([O-])[O-].[Cs+].[Cs+].[C:62](=[NH:75])([C:69]1[CH:74]=[CH:73][CH:72]=[CH:71][CH:70]=1)[C:63]1[CH:68]=[CH:67][CH:66]=[CH:65][CH:64]=1>O1CCOCC1.C(OCC)(=O)C.C(=O)(O)[O-].[Na+].[Cl-].[Na+].O.C1C=CC(/C=C/C(/C=C/C2C=CC=CC=2)=O)=CC=1.C1C=CC(/C=C/C(/C=C/C2C=CC=CC=2)=O)=CC=1.C1C=CC(/C=C/C(/C=C/C2C=CC=CC=2)=O)=CC=1.[Pd].[Pd]>[C:63]1([C:62](=[N:75][C:2]2[CH:11]=[CH:10][C:9]3[C:8]([CH3:13])([OH:12])[CH2:7][CH2:6][CH2:5][C:4]=3[N:3]=2)[C:69]2[CH:70]=[CH:71][CH:72]=[CH:73][CH:74]=2)[CH:68]=[CH:67][CH:66]=[CH:65][CH:64]=1 |f:2.3.4,8.9,10.11.12,13.14.15.16.17|. Procedure: A mixture of 2-chloro-5-methyl-5,6,7,8-tetrahydroquinolin-5-ol (306 mg, 1.55 mmol), Xantphos (107 mg, 0.185 mmol), tris(dibenzylideneacetone)dipalladium(0) (71 mg, 0.077 mmol), cesium carbonate (1.01 g, 3.09 mmol), and benzophenone imine (0.272 mL, 1.63 mmol) in 1,4-dioxane (10 ml) under an argon atmosphere was heated at 100° C. in an oil bath for 6 hours. After cooling to room temperature, the reaction mixture was diluted with ethyl acetate (40 mL), saturated aqueous sodium bicarbonate solution... Reactants: CCOC(C)=O, CS(C)=O, O=C(Cl)C(=O)Cl, ClCCl, O, CC1CC(O)c2ncnc(N3CCN(C(=O)OC(C)(C)C)CC3)c21. The product is CC1CC(=O)c2ncnc(N3CCN(C(=O)OC(C)(C)C)CC3)c21. Reaction SMILES: [CH3:39][CH2:40][O:41][C:42]([CH3:43])=[O:44].[CH3:7][S:8]([CH3:9])=[O:10].[Cl:1][C:2]([C:3]([Cl:4])=[O:5])=[O:6].[Cl:36][CH2:37][Cl:38].[OH2:35].[OH:11][CH:12]1[CH2:13][CH:14]([CH3:34])[c:15]2[c:16]1[n:17][cH:18][n:19][c:20]2[N:21]1[CH2:22][CH2:23][N:24]([C:27](=[O:28])[O:29][C:30]([CH3:31])([CH3:32])[CH3:33])[CH2:25][CH2:26]1>>[O:11]=[C:12]1[CH2:13][CH:14]([CH3:34])[c:15]2[c:16]1[n:17][cH:18][n:19][c:20]2[N:21]1[CH2:22][CH2:23][N:24]([C:27](=[O:28])[O:29][C:30]([CH3:31])([CH3:32])[CH3:33])[CH2:25][CH2:26]1. The reactants are C(C)OC(=O)CC(CON=C(C1=CC=C(C=C1)OC)C1=CC=C(C=C1)OC)=O (4,4'-dimethoxybenzophenone O-(3-ethoxycarbonyl-2-oxopropyl)oxime), Cl.O(C)N (methoxylamine hydrochloride), C(C)(=O)OCC (ethyl acetate). The solvent is N1=CC=CC=C1 (pyridine). Conditions: time 2 hour. Yields the product C(C)OC(=O)CC(CON=C(C1=CC=C(C=C1)OC)C1=CC=C(C=C1)OC)=NOC (4,4'-Dimethoxybenzophenone O-(3-ethoxycarbonyl-2-methoxyiminopropyl)oxime). The yield is 96.6%. Reaction SMILES: [CH2:1]([O:3][C:4]([CH2:6][C:7](=O)[CH2:8][O:9][N:10]=[C:11]([C:20]1[CH:25]=[CH:24][C:23]([O:26][CH3:27])=[CH:22][CH:21]=1)[C:12]1[CH:17]=[CH:16][C:15]([O:18][CH3:19])=[CH:14][CH:13]=1)=[O:5])[CH3:2].Cl.[O:30]([NH2:32])[CH3:31].C(OCC)(=O)C>N1C=CC=CC=1>[CH2:1]([O:3][C:4]([CH2:6][C:7](=[N:32][O:30][CH3:31])[CH2:8][O:9][N:10]=[C:11]([C:20]1[CH:25]=[CH:24][C:23]([O:26][CH3:27])=[CH:22][CH:21]=1)[C:12]1[CH:13]=[CH:14][C:15]([O:18][CH3:19])=[CH:16][CH:17]=1)=[O:5])[CH3:2] |f:1.2|. Procedure: 3.85 g of the 4,4'-dimethoxybenzophenone O-(3-ethoxycarbonyl-2-oxopropyl)oxime as obtained in Example 1 was dissolved in 5 ml of pyridine and 1 g of methoxylamine hydrochloride was added thereto. Then the obtained mixture was stirred at room temperature. After two hours, the reaction mixture was poured into ethyl acetate, washed with diluted hydrochloric acid and then with a saturated saline solution and purified by silica gel chromatography. Thus 4 g of the title compound was obtained in the fo... The reactants are C(C1=CC=CC=C1)N(C(CC1=CC(=C(C=C1)O)OC)=O)CCCCCC (N-Benzyl-N-hexyl-2-(4-hydroxy-3-methoxyphenyl)acetamide), COC(C1=C(C=CC=C1)CBr)=O (2-bromomethylbenzoic acid methyl ester), C([O-])([O-])=O.[K+].[K+] (potassium carbonate). The solvent is C(C)#N (acetonitrile). Product: C(C1=CC=CC=C1)N(C(CC1=CC(=C(OCC2=C(C(=O)OC)C=CC=C2)C=C1)OC)=O)CCCCCC (Methyl 2-[(4-{2-[benzyl(hexyl)amino]-2-oxoethyl}-2-methoxyphenoxy)methyl]benzoate). Yield: 85.8%. As a reaction SMILES: [CH2:1]([N:8]([CH2:21][CH2:22][CH2:23][CH2:24][CH2:25][CH3:26])[C:9](=[O:20])[CH2:10][C:11]1[CH:16]=[CH:15][C:14]([OH:17])=[C:13]([O:18][CH3:19])[CH:12]=1)[C:2]1[CH:7]=[CH:6][CH:5]=[CH:4][CH:3]=1.[CH3:27][O:28][C:29](=[O:38])[C:30]1[CH:35]=[CH:34][CH:33]=[CH:32][C:31]=1[CH2:36]Br.C(=O)([O-])[O-].[K+].[K+]>C(#N)C>[CH2:1]([N:8]([CH2:21][CH2:22][CH2:23][CH2:24][CH2:25][CH3:26])[C:9](=[O:20])[CH2:10][C:11]1[CH:16]=[CH:15][C:14]([O:17][CH2:36][C:31]2[CH:32]=[CH:33][CH:34]=[CH:35][C:30]=2[C:29]([O:28][CH3:27])=[O:38])=[C:13]([O:18][CH3:19])[CH:12]=1)[C:2]1[CH:7]=[CH:6][CH:5]=[CH:4][CH:3]=1 |f:2.3.4|. Procedure: N-Benzyl-N-hexyl-2-(4-hydroxy-3-methoxyphenyl)acetamide (84 mg, 0.236 mmol), 2-bromomethylbenzoic acid methyl ester (57 mg, 0.248 mmol) and potassium carbonate anhydrous (49 mg, 0.355 mmol) were mixed in acetonitrile (5 ml). The mixture was heated to reflux overnight and then evaporated to dry. Ethyl acetate and water were added and the two phases were separated. The organic phase was washed with brine and dried (magnesium sulphate) and evaporated. Chromatography of the residue on a column (ISOL... Reactants: CN(C1=C(C(=NC=2N1N=C(N2)C)C2=CC=C(C=O)C=C2)C2=CC=CC=C2)C (4-[7-(dimethylamino)-2-methyl-6-phenyl[1,2,4]triazolo[1,5-a]pyrimidin-5-yl]benzaldehyde), [BH-](OC(=O)C)(OC(=O)C)OC(=O)C.[Na+] (NaBH(OAc)3), 2-(5-piperidin-4H[1,2,4]triazol-3-yl)-pyridine, N(N)C(=O)C1CCN(CC1)C(=O)OC(C)(C)C (tert-butyl 4-(hydrazinocarbonyl)piperidine-1-carboxylate), N1=C(C=CC=C1)C#N (pyridine-2-carbonitrile), [BH-](OC(=O)C)(OC(=O)C)OC(=O)C.[Na+] (NaBH(OAc)3). Solvent: CN(C)C=O (DMF), C(C)(=O)O (acetic acid), C(C)N(CC)CC (triethylamine), CO (methanol). Product: CN(C1=C(C(=NC=2N1N=C(N2)C)C2=CC=C(C=C2)CN2CCC(CC2)C2=NNC(=N2)C2=NC=CC=C2)C2=CC=CC=C2)C (N,N,2-trimethyl-6-phenyl-5-(4-{[4-(5-pyridin-2-yl-1H-1,2,4-triazol-3-yl)piperidin-1-yl]methyl}phenyl)[1,2,4]triazolo[1,5-a]pyrimidin-7-amine). Reaction SMILES: [NH:1]([C:3]([CH:5]1[CH2:10][CH2:9][N:8]([C:11](OC(C)(C)C)=O)[CH2:7][CH2:6]1)=O)[NH2:2].[N:18]1[CH:23]=[CH:22][CH:21]=[CH:20][C:19]=1[C:24]#[N:25].[CH3:26][N:27]([CH3:52])[C:28]1[N:33]2[N:34]=[C:35]([CH3:37])[N:36]=[C:32]2[N:31]=[C:30]([C:38]2[CH:45]=[CH:44][C:41](C=O)=[CH:40][CH:39]=2)[C:29]=1[C:46]1[CH:51]=[CH:50][CH:49]=[CH:48][CH:47]=1.[BH-](OC(C)=O)(OC(C)=O)OC(C)=O.[Na+]>CO.CN(C=O)C.C(O)(=O)C.C(N(CC)CC)C>[CH3:52][N:27]([CH3:26])[C:28]1[N:33]2[N:34]=[C:35]([CH3:37])[N:36]=[C:32]2[N:31]=[C:30]([C:38]2[CH:45]=[CH:44][C:41]([CH2:11][N:8]3[CH2:7][CH2:6][CH:5]([C:3]4[N:25]=[C:24]([C:19]5[CH:20]=[CH:21][CH:22]=[CH:23][N:18]=5)[NH:2][N:1]=4)[CH2:10][CH2:9]3)=[CH:40][CH:39]=2)[C:29]=1[C:46]1[CH:51]=[CH:50][CH:49]=[CH:48][CH:47]=1 |f:3.4|. Reported procedure: 0.28 ml triethylamine are added to a solution of 317 mg 2-(5-piperidin-4H[1,2,4]triazol-3-yl)-pyridine*2HCl (prepared from tert-butyl 4-(hydrazinocarbonyl)piperidine-1-carboxylate and pyridine-2-carbonitrile according to a procedure described in U.S. Pat. No. 4,011,218 or WO2005100344) in 5 ml methanol. To this solution a solution of 390 mg 4-[7-(dimethylamino)-2-methyl-6-phenyl[1,2,4]triazolo[1,5-a]pyrimidin-5-yl]benzaldehyde in 5 ml DMF is added, followed by 0.13 ml glacial acetic acid and 445...